Dataset: the Open Reaction Database (ORD), a public repository of structured organic reaction records. Task: describe an organic reaction: reactants, conditions, products, and yield Reactants: Cl.ClCC=1N=C(SC1)CN1CCN(CC1)C (1-{[4-(Chloromethyl)-1,3-thiazol-2-yl]methyl}-4-methylpiperazine hydrochloride), ClC=1C=C(C=CC1Cl)NC1=NC=NC2=CC(=C(C=C12)OC)O (4-[(3,4-dichlorophenyl)amino]-6-(methoxy)quinazolin-7-ol), C([O-])([O-])=O.[K+].[K+] (potassium carbonate). The solvent is CN(C)C=O (DMF). Conditions: temperature 70 celsius, time 21 hour. The product is ClC=1C=C(C=CC1Cl)NC1=NC=NC2=CC(=C(C=C12)OC)OCC=1N=C(SC1)CN1CCN(CC1)C (N-(3,4-dichlorophenyl)-6-(methyloxy)-7-({[2-[(4-methylpiperazin-1-yl)methyl]-1,3-thiazol-4-yl]methyl}oxy)quinazolin-4-amine). Isolated yield 19.3%. Reaction SMILES: Cl.Cl[CH2:3][C:4]1[N:5]=[C:6]([CH2:9][N:10]2[CH2:15][CH2:14][N:13]([CH3:16])[CH2:12][CH2:11]2)[S:7][CH:8]=1.[Cl:17][C:18]1[CH:19]=[C:20]([NH:25][C:26]2[C:35]3[C:30](=[CH:31][C:32]([OH:38])=[C:33]([O:36][CH3:37])[CH:34]=3)[N:29]=[CH:28][N:27]=2)[CH:21]=[CH:22][C:23]=1[Cl:24].C(=O)([O-])[O-].[K+].[K+]>CN(C=O)C>[Cl:17][C:18]1[CH:19]=[C:20]([NH:25][C:26]2[C:35]3[C:30](=[CH:31][C:32]([O:38][CH2:3][C:4]4[N:5]=[C:6]([CH2:9][N:10]5[CH2:15][CH2:14][N:13]([CH3:16])[CH2:12][CH2:11]5)[S:7][CH:8]=4)=[C:33]([O:36][CH3:37])[CH:34]=3)[N:29]=[CH:28][N:27]=2)[CH:21]=[CH:22][C:23]=1[Cl:24] |f:0.1,3.4.5|. Reported procedure: 1-{[4-(Chloromethyl)-1,3-thiazol-2-yl]methyl}-4-methylpiperazine hydrochloride (0.067 g, 0.238 mmol) and 4-[(3,4-dichlorophenyl)amino]-6-(methoxy)quinazolin-7-ol (0.080 g, 0.238 mmol) were suspended in DMF (4 mL) and potassium carbonate (0.164 g, 1.19 mmol) was added. The mixture was stirred at 70° C. for 21 h. The reaction mixture was concentrated in vacuo and the residue was purified by reverse phase HPLC to afford the title compound as a colorless solid (0.025 g, 0.046 mmol, 19% yield). 1H NM...